From a dataset of the Open Reaction Database (ORD), a public repository of structured organic reaction records. describe an organic reaction: reactants, conditions, products, and yield Starting materials: CC(=O)C1CCOC1=O, CCO, Nc1cccc(I)c1. Product: CC(Nc1cccc(I)c1)=C1CCOC1=O. RXN SMILES: [C:9]([CH3:10])(=[O:11])[CH:12]1[C:13](=[O:14])[O:15][CH2:16][CH2:17]1.[CH3:18][CH2:19][OH:20].[I:1][c:2]1[cH:3][c:4]([NH2:5])[cH:6][cH:7][cH:8]1>>[I:1][c:2]1[cH:3][c:4]([NH:5][C:9]([CH3:10])=[C:12]2[C:13](=[O:14])[O:15][CH2:16][CH2:17]2)[cH:6][cH:7][cH:8]1. Starting materials: C(=O)(N1C=NC=C1)N1C=NC=C1 (1,1′-Carbonyldiimidazole), C(Cl)(Cl)Cl (Chloroform), Cl.OCCNCCC1CCCCC1 (N-(2-hydroxyethyl)-2-cyclohexyl ethylamine hydrochloride). The solvent is CN(CCN)C (2-(dimethylamino) ethylamine), O1CCCC1 (tetrahydrofuran). Conditions: time 20 minute. Yields the product C1(CCCCC1)CCN(C(=O)NCCN(C)C)CCO (1-(2-Cyclohexylethyl)-3-[2-(dimethylamino)ethyl]-1-(2-hydroxyethyl) Urea). As a reaction SMILES: [C:1]([N:8]1[CH:12]=[CH:11][N:10]=[CH:9]1)(N1C=CN=C1)=[O:2].Cl.[OH:14][CH2:15][CH2:16][NH:17][CH2:18][CH2:19][CH:20]1[CH2:25][CH2:24][CH2:23][CH2:22][CH2:21]1.[CH:26](Cl)(Cl)Cl>CN(C)CCN.O1CCCC1>[CH:20]1([CH2:19][CH2:18][N:17]([CH2:16][CH2:15][OH:14])[C:1]([NH:8][CH2:12][CH2:11][N:10]([CH3:9])[CH3:26])=[O:2])[CH2:25][CH2:24][CH2:23][CH2:22][CH2:21]1 |f:1.2|. Procedure details: 1,1′-Carbonyldiimidazole (0.43 g) was dissolved in a solution of 2-(dimethylamino) ethylamine (0.19 g) in anhydrous tetrahydrofuran (11 ml) in the nitrogen gas atmosphere and the resulting solution was stirred at room temperature for 20 minutes. To the reaction solution, there was added N-(2-hydroxyethyl)-2-cyclohexyl ethylamine hydrochloride (0.50 g) and the mixture was refluxed with heating for 3 hours. Chloroform was added to the reaction solution with ice cooling, followed by washing the mix... Reactants: O=C([O-])[O-], ClCCl, CO, CCOCC, [Cs+], [Cs+], C[Si](C)(C)C#Cc1ccc(F)c(CCCC#N)c1. The product is C#Cc1ccc(F)c(CCCC#N)c1. RXN SMILES: [C:21](=[O:22])([O-:23])[O-:24].[CH2:27]([Cl:28])[Cl:29].[CH3:19][OH:20].[CH3:30][CH2:31][O:32][CH2:33][CH3:34].[Cs+:25].[Cs+:26].[F:1][c:2]1[c:3]([CH2:14][CH2:15][CH2:16][C:17]#[N:18])[cH:4][c:5]([C:8]#[C:9][Si:10]([CH3:11])([CH3:12])[CH3:13])[cH:6][cH:7]1>>[F:1][c:2]1[c:3]([CH2:14][CH2:15][CH2:16][C:17]#[N:18])[cH:4][c:5]([C:8]#[CH:9])[cH:6][cH:7]1. Starting materials: CI, CCOCC, Cl, [NH2-], N, [Na], O, O=C(O)C(Sc1ccccc1)c1cccc(Oc2ccccc2)c1. Product: CC(Sc1ccccc1)(C(=O)O)c1cccc(Oc2ccccc2)c1. RXN SMILES: [CH3:28][I:29].[CH3:31][CH2:32][O:33][CH2:34][CH3:35].[ClH:30].[NH2-:3].[NH3:1].[Na:2].[OH2:36].[c:4]1([S:10][CH:11]([C:12](=[O:13])[OH:14])[c:15]2[cH:16][c:17]([O:21][c:22]3[cH:23][cH:24][cH:25][cH:26][cH:27]3)[cH:18][cH:19][cH:20]2)[cH:5][cH:6][cH:7][cH:8][cH:9]1>>[c:4]1([S:10][C:11]([C:12](=[O:13])[OH:14])([c:15]2[cH:16][c:17]([O:21][c:22]3[cH:23][cH:24][cH:25][cH:26][cH:27]3)[cH:18][cH:19][cH:20]2)[CH3:28])[cH:5][cH:6][cH:7][cH:8][cH:9]1. The yield is 13.0%. RXN SMILES: [F:1][C:2]1[C:3]([N:10]2[CH:14]=[C:13]([CH3:15])[N:12]=[CH:11]2)=[C:4]([CH:7]=[CH:8][CH:9]=1)[C:5]#[N:6].[CH3:16][N+:17]([CH3:19])=[CH2:18].[I-]>CN(C=O)C>[CH3:16][N:17]([CH2:19][C:14]1[N:10]([C:3]2[C:2]([F:1])=[CH:9][CH:8]=[CH:7][C:4]=2[C:5]#[N:6])[CH:11]=[N:12][C:13]=1[CH3:15])[CH3:18] |f:1.2|. The reactants are FC=1C(=C(C#N)C=CC1)N1C=NC(=C1)C (3-fluoro-2-(4-methyl-imidazol-1-yl)-benzonitrile), C[N+](=C)C.[I-] (Eschenmoser's salt). The solvent is CN(C)C=O (DMF). Product: CN(C)CC1=C(N=CN1C1=C(C#N)C=CC=C1F)C (2-(5-Dimethylaminomethyl-4-methyl-imidazol-1-yl)-3-fluoro-benzonitrile). Procedure details: In analogy to example 5b, 3-fluoro-2-(4-methyl-imidazol-1-yl)-benzonitrile was reacted with Eschenmoser's salt in DMF for 16 h at 90° C. Evaporation of the solvent, aqueous workup and chromatography (SiO2, dichloromethane:methanol=100:0 to 98:2) afforded the title compound as a light yellow oil (yield: 13%). 1H-NMR (400 MHz, DMSO): δ=1.91 (s, 6H), 2.17 (s, 3H), 3.17 (s, 2H), 7.72-7.92 (m, 4H)